From a dataset of the Open Reaction Database (ORD), a public repository of structured organic reaction records. describe an organic reaction: reactants, conditions, products, and yield The reactants are FC(C=1C=C(C=CC1)N(C#N)CC(=C)Cl)(F)F (N-(3-(trifluoromethyl)phenyl)-N-(2-chloro-2-propenyl)cyanamide), C(C(C)C)C(=O)C (methyl isobutyl ketone), ammonium sulfide. The solvent is O (water). Conditions: temperature 50 celsius, time 9 hour. Yields the product FC(C=1C=C(C=CC1)N(C(=S)N)CC(=C)Cl)(F)F (N-(3-(trifluoromethyl)phenyl)-N-(2-chloro-2-propenyl)thiourea). As a reaction SMILES: [F:1][C:2]([F:17])([F:16])[C:3]1[CH:4]=[C:5]([N:9]([CH2:12][C:13]([Cl:15])=[CH2:14])[C:10]#[N:11])[CH:6]=[CH:7][CH:8]=1.C(C(C)=O)C(C)C.[NH4+]=[S:26]>O>[F:1][C:2]([F:16])([F:17])[C:3]1[CH:4]=[C:5]([N:9]([CH2:12][C:13]([Cl:15])=[CH2:14])[C:10]([NH2:11])=[S:26])[CH:6]=[CH:7][CH:8]=1. Reported procedure: A mixture of N-(3-(trifluoromethyl)phenyl)-N-(2-chloro-2-propenyl)cyanamide (168.67 g), methyl isobutyl ketone ((674.70 g) and ammonium sulfide solution, yellow (518.77 g) having an S content of 6% was stirred at 50° C. for 9 hours. After cooling to 20° C., water (1774.70 g) was poured into the reaction mixture, which was then shaken and fractionated with a separatory funnel. The water layer was extracted twice with methyl isobutyl ketone (53.72 g×2). The combined methyl isobutyl ketone layer wa... Starting materials: [O-]CC.[Na+].C(C)O (sodium ethoxide ethanol), C(C1=CC=CC=C1)(=O)NC(C(=O)OCC)C(=O)OCC (diethyl benzoylaminomalonate), BrCCCCCCOC(C(=O)OC)(C)C (methyl 6-bromohexyloxy-2-methylpropionate). Solvent: C(C)O (ethanol), C(C)O (ethanol). Run at time 30 minute. Yields the product C(C1=CC=CC=C1)(=O)NC(CCCCCCOC(C(=O)OCC)(C)C)(C(=O)OCC)C(=O)OCC (Ethyl 2-(7-benzoylamino-7,7-bis(ethoxycarbonyl)-heptyloxy)-2-methylpropionate). Isolated yield 52.0%. As a reaction SMILES: [O-][CH2:2]C.[Na+].C(O)C.[C:8]([NH:16][CH:17]([C:23]([O:25][CH2:26][CH3:27])=[O:24])[C:18]([O:20][CH2:21][CH3:22])=[O:19])(=[O:15])[C:9]1[CH:14]=[CH:13][CH:12]=[CH:11][CH:10]=1.Br[CH2:29][CH2:30][CH2:31][CH2:32][CH2:33][CH2:34][O:35][C:36]([CH3:42])([CH3:41])[C:37]([O:39][CH3:40])=[O:38]>C(O)C>[C:8]([NH:16][C:17]([C:23]([O:25][CH2:26][CH3:27])=[O:24])([C:18]([O:20][CH2:21][CH3:22])=[O:19])[CH2:29][CH2:30][CH2:31][CH2:32][CH2:33][CH2:34][O:35][C:36]([CH3:42])([CH3:41])[C:37]([O:39][CH2:40][CH3:2])=[O:38])(=[O:15])[C:9]1[CH:10]=[CH:11][CH:12]=[CH:13][CH:14]=1 |f:0.1.2|. Procedure: To 5 ml of dry ethanol, 675 mg of 20% sodium ethoxide-ethanol solution and 698 mg of diethyl benzoylaminomalonate were added, and stirred for 30 minutes at room temperature. Then, a solution of 914 mg of methyl 6-bromohexyloxy-2-methylpropionate/4 ml of dry ethanol was added dropwise, and stirred for 15 hours at 50-60° C. The reaction solution was poured into ice-cold water and extracted with ethyl acetate. The organic layer was washed with brine, dried over anhydrous magnesium sulfate and conce...